Dataset: the Open Reaction Database (ORD), a public repository of structured organic reaction records. Task: describe an organic reaction: reactants, conditions, products, and yield Starting materials: NC(=O)N.OO (urea hydrogen peroxide), C(#N)C=1C=C(C(=O)O)C=C(C1)C(=O)N(CCC)CCC (3-Cyano-5-[(dipropylamino)carbonyl]benzoic acid), C([O-])([O-])=O.[K+].[K+] (potassium carbonate), CC(=O)C (acetone), NC(=O)N.OO (urea hydrogen peroxide), NC(=O)N.OO (urea hydrogen peroxide). Solvent: O (Water). Reaction conditions: temperature 22.5 celsius. Yields the product NC(=O)C=1C=C(C(=O)O)C=C(C1)C(=O)N(CCC)CCC (3-(Aminocarbonyl)-5-[(dipropylamino)carbonyl]benzoic acid). RXN SMILES: [C:1]([C:3]1[CH:4]=[C:5]([CH:9]=[C:10]([C:12]([N:14]([CH2:18][CH2:19][CH3:20])[CH2:15][CH2:16][CH3:17])=[O:13])[CH:11]=1)[C:6]([OH:8])=[O:7])#[N:2].C(=O)([O-])[O-:22].[K+].[K+].CC(C)=O.NC(N)=O.OO>O>[NH2:2][C:1]([C:3]1[CH:4]=[C:5]([CH:9]=[C:10]([C:12]([N:14]([CH2:18][CH2:19][CH3:20])[CH2:15][CH2:16][CH3:17])=[O:13])[CH:11]=1)[C:6]([OH:8])=[O:7])=[O:22] |f:1.2.3,5.6|. Procedure: A mixture of 3-cyano-5-[(dipropylamino)carbonyl]benzoic acid (IX/XXXII, PREPARATION 7, 0.602 g, 2.19 mmol), potassium carbonate (0.212 g, 1.53 mmol), and acetone (2.5 mL) is stirred at 20-25 degrees C. Water (2.5 mL) and urea-hydrogen peroxide adduct (0.825 g, 8.78 mmol) are added and the mixture is stirred for 15 hours at 20-25 degrees C., at which time additional urea-hydrogen peroxide adduct (0.204 g) is added; after stirring for another 3 hours, an additional 0.205 g of urea-hydrogen peroxid... The product is CC(C)(C)OC(=O)N1CC(N)CC1C(=O)O. Reactants: CC(C)(C)OC(=O)N1CC(N=[N+]=[N-])CC1C(=O)O, CCO. RXN SMILES: [C:1]([CH3:2])([CH3:3])([CH3:4])[O:5][C:6](=[O:7])[N:8]1[CH:9]([C:10](=[O:11])[OH:12])[CH2:13][CH:14]([N:16]=[N+:17]=[N-:18])[CH2:15]1.[CH3:19][CH2:20][OH:21]>>[C:1]([CH3:2])([CH3:3])([CH3:4])[O:5][C:6](=[O:7])[N:8]1[CH:9]([C:10](=[O:11])[OH:12])[CH2:13][CH:14]([NH2:16])[CH2:15]1. Reactants: C(C=C)(=O)Cl (acryloyl chloride), C(C)(C)(C)OC(NC1CCN(CC1)S(=O)(=O)C=1OC(=CC1)C(NCCC1=CC=CC=C1)=O)=O ([1-(5-Phenethylcarbamoyl-furan-2-sulfonyl)-piperidin-4-yl]-carbamic acid tert-butyl ester), C(C)(C)N(CC)C(C)C (diisopropylethylamine), solution, Cl (HCl), O1CCOCC1 (Dioxane). The solvent is C(Cl)Cl (DCM). Run at time 3 hour. Product: COC(=O)C=1OC(=CC1)S(=O)(=O)N1CCC(CC1)NC(=O)OC(C)(C)C (5-(4-tert-Butoxycarbonylamino-piperidine-1-sulfonyl)-furan-2-carboxylic acid methyl ester). Isolated yield 2.0%. RXN SMILES: [C:1]([O:5][C:6](=[O:33])[NH:7][CH:8]1[CH2:13][CH2:12][N:11]([S:14]([C:17]2[O:18]C(C(=O)NCCC3C=CC=CC=3)=C[CH:21]=2)(=[O:16])=[O:15])[CH2:10][CH2:9]1)([CH3:4])([CH3:3])[CH3:2].Cl.C(N(C(C)C)CC)(C)C.[C:44](Cl)(=[O:47])[CH:45]=[CH2:46].[O:49]1CCOC[CH2:50]1>C(Cl)Cl>[CH3:50][O:49][C:44]([C:45]1[O:18][C:17]([S:14]([N:11]2[CH2:10][CH2:9][CH:8]([NH:7][C:6]([O:5][C:1]([CH3:4])([CH3:3])[CH3:2])=[O:33])[CH2:13][CH2:12]2)(=[O:16])=[O:15])=[CH:21][CH:46]=1)=[O:47]. Procedure details: [1-(5-Phenethylcarbamoyl-furan-2-sulfonyl)-piperidin-4-yl]-carbamic acid tert-butyl ester (0.15 g, 0.3 mmol) was suspended in a 4M solution of HCl in Dioxane (5 ml). The resulting suspension was stirred at room temperature for 3 hours. After this time the solution was concentrated under vacuum and the resulting residue dissolved in THF (10 ml). To this solution was added diisopropylethylamine (0.3 ml, 1.6 mmol) was added in one portion, followed by the drop wise addition of acryloyl chloride (0.... Reactants: N[C@@H](CC(C)C)C(=O)CBr (H-LeuCH2Br), N([C@@H](CC1=CC=CC=C1)C(=O)NCC(=O)N[C@@H](CC(C)C)C(=O)N[C@@H](CC(C)C)C(=O)CCl)C(=O)OCC1=CC=CC=C1 (Z-Phe-Gly-Leu-LeuCH2Cl). The product is anhydride, N([C@@H](CC1=CC=CC=C1)C(=O)NCC(=O)N[C@@H](C)C(=O)O)C(=O)OCC1=CC=CC=C1 (Z-Phe-Gly-Ala-OH). Reaction SMILES: N[C@H](C(CBr)=[O:8])CC(C)C.[NH:11]([C:44]([O:46][CH2:47][C:48]1[CH:53]=[CH:52][CH:51]=[CH:50][CH:49]=1)=[O:45])[C@H:12]([C:20]([NH:22][CH2:23][C:24]([NH:26][C@H:27]([C:32](N[C@H](C(CCl)=O)CC(C)C)=[O:33])[CH2:28]C(C)C)=[O:25])=[O:21])[CH2:13][C:14]1[CH:19]=[CH:18][CH:17]=[CH:16][CH:15]=1>>[NH:11]([C:44]([O:46][CH2:47][C:48]1[CH:53]=[CH:52][CH:51]=[CH:50][CH:49]=1)=[O:45])[C@H:12]([C:20]([NH:22][CH2:23][C:24]([NH:26][C@H:27]([C:32]([OH:8])=[O:33])[CH3:28])=[O:25])=[O:21])[CH2:13][C:14]1[CH:15]=[CH:16][CH:17]=[CH:18][CH:19]=1. Procedure details: A mixed anhydride of Z-Phe-Gly-Ala-OH (0.41 g, 0.95 mmol) was prepared and coupled to H-LeuCH2Br.HBR substantially according to the procedure described for preparation of Z-Phe-Gly-Leu-LeuCH2Cl, above. The resulting product was crystallized from ethyl acetate:hexane to yield 0.30 g. Product was recrystallized from the same solvents to yield 0.07 g, m.p. 135.5°-138° (dec.). Starting materials: CC(C)(C)OC(=O)COc1ccc(C#N)cc1F, CCO, NO. Yields the product CC(C)(C)OC(=O)COc1ccc(C(N)=NO)cc1F. As a reaction SMILES: [C:1](#[N:2])[c:3]1[cH:4][c:5]([F:18])[c:6]([O:7][CH2:8][C:9](=[O:10])[O:11][C:12]([CH3:13])([CH3:14])[CH3:15])[cH:16][cH:17]1.[CH3:21][CH2:22][OH:23].[NH2:19][OH:20]>>[C:1]([NH2:2])([c:3]1[cH:4][c:5]([F:18])[c:6]([O:7][CH2:8][C:9](=[O:10])[O:11][C:12]([CH3:13])([CH3:14])[CH3:15])[cH:16][cH:17]1)=[N:19][OH:20]. The reactants are OC(C)C1=CC=C(N=N1)C(=O)OC (methyl 6-(1-hydroxyethyl)pyridazine-3-carboxylate), C1(=CC=CC=C1)O (phenol), C1(=CC=CC=C1)P(C1=CC=CC=C1)C1=CC=CC=C1 (triphenylphosphine), N(=NC(=O)OC(C)C)C(=O)OC(C)C (diisopropyl azodicarboxylate). The solvent is O1CCCC1 (tetrahydrofuran). Conditions: time 18 hour. Yields the product O(C1=CC=CC=C1)C(C)C1=CC=C(N=N1)C(=O)OC (methyl 6-(1-phenoxyethyl)pyridazine-3-carboxylate). Yield: 70.4%. RXN SMILES: [OH:1][CH:2]([C:4]1[N:9]=[N:8][C:7]([C:10]([O:12][CH3:13])=[O:11])=[CH:6][CH:5]=1)[CH3:3].[C:14]1(O)[CH:19]=[CH:18][CH:17]=[CH:16][CH:15]=1.C1(P(C2C=CC=CC=2)C2C=CC=CC=2)C=CC=CC=1.N(C(OC(C)C)=O)=NC(OC(C)C)=O>O1CCCC1>[O:1]([CH:2]([C:4]1[N:9]=[N:8][C:7]([C:10]([O:12][CH3:13])=[O:11])=[CH:6][CH:5]=1)[CH3:3])[C:14]1[CH:19]=[CH:18][CH:17]=[CH:16][CH:15]=1. Reported procedure: To a solution of methyl 6-(1-hydroxyethyl)pyridazine-3-carboxylate (100 mg, 0.55 mmol), phenol (78 mg, 0.8 mmol), triphenylphosphine (216 mg, 0.8 mmol) in tetrahydrofuran (30 mL) was added diisopropyl azodicarboxylate (166 mg, 0.8 mmol) at room temperature. The mixture solution was stirred for 18 hours. Then tetrahydrofuran was removed in vacuo. The residue was purified by column chromatography (silica-gel, petroleum/ethyl acetate=5:1) to give methyl 6-(1-phenoxyethyl)pyridazine-3-carboxylate as... The reactants are C(\C=C\C)=O (Crotonaldehyde), CC(CC(C=C)=C)C (5-methyl-3-methylenehex-1-ene), [OH-].[Na+] (NaOH), B(F)(F)F.CCOCC (BF3.OEt2). Run in C(Cl)Cl (methylene chloride), C(Cl)Cl (methylene chloride). Reaction conditions: temperature -30 celsius. Yields the product C(C(C)C)C1=CCC(C(C1)C)C=O (4-Isobutyl-6-methylcyclohex-3-enecarbaldehyde). The yield is 94.0%. Reaction SMILES: [CH:1](=[O:5])/[CH:2]=[CH:3]/[CH3:4].B(F)(F)F.CCOCC.[CH3:15][CH:16]([CH3:22])[CH2:17][C:18](=[CH2:21])[CH:19]=[CH2:20].[OH-].[Na+]>C(Cl)Cl>[CH2:17]([C:18]1[CH2:21][CH:3]([CH3:4])[CH:2]([CH:1]=[O:5])[CH2:20][CH:19]=1)[CH:16]([CH3:22])[CH3:15] |f:1.2,4.5|. Procedure: Crotonaldehyde cis/trans (16 g, 230 mmol) was dissolved in methylene chloride and cooled to −30° C. With stirring, and under nitrogen, BF3.OEt2 (3.6 ml, 29 mmol) was added gradually. A solution of 5-methyl-3-methylenehex-1-ene 2 (21 g, 191 mmol) in methylene chloride (50 ml) was then added at −30° C. over 1 h and the pot allowed to warm to −20° C. The solution was stirred at this temperature for a further 1.5 h before being poured onto 2M NaOH (100 ml). After brief agitation the phases were sepa... The reactants are O1C2=C(C=C1C=O)C=CC=C2 (benzo[b]furan-2-carboxaldehyde), C1(=CC=CC=C1)P(=CC(C)=O)(C1=CC=CC=C1)C1=CC=CC=C1 (1-triphenylphosphoranylidene-2-propanone), O (water). Run in CS(=O)C (dimethyl sulfoxide). Product: O1C2=C(C=C1C=CC(C)=O)C=CC=C2 (1-(benzo[b]furan-2-yl)but-1-en-3-one). As a reaction SMILES: [O:1]1[C:5]([CH:6]=O)=[CH:4][C:3]2[CH:8]=[CH:9][CH:10]=[CH:11][C:2]1=2.C1(P(C2C=CC=CC=2)(C2C=CC=CC=2)=[CH:19][C:20](=[O:22])[CH3:21])C=CC=CC=1.O>CS(C)=O>[O:1]1[C:5]([CH:6]=[CH:19][C:20](=[O:22])[CH3:21])=[CH:4][C:3]2[CH:8]=[CH:9][CH:10]=[CH:11][C:2]1=2. Reported procedure: A solution of benzo[b]furan-2-carboxaldehyde (3.3 g) and 1-triphenylphosphoranylidene-2-propanone (1.2 equivalents) in dimethyl sulfoxide (180 ml) was stirred at a temperature of 35° C. for a period of 30 minutes. The cooled mixture was poured into water and the aqueous mixture was extracted with diethyl ether. The solvent was evaporated from the dried (MgSO4) fraction and the residue was purified by column chromatography over silica gel (dichloromethane elution) to give 1-(benzo[b]furan-2-yl)bu... Reactants: S1C(=NC2=C1C=CC=C2)NC(=S)N2C=NC=C2 (1-[(2-benzothiazolyl)thiocarbamoyl]imidazole), COC1=C(C=CC=C1)CCN (2- (2-methoxyphenyl)ethylamine). The solvent is CN(C=O)C (N,N-dimethylformamide). Product: COC1=C(C=CC=C1)CCNC(=S)NC=1SC2=C(N1)C=CC=C2 (N-[2-(2-methoxyphenyl)ethyl]-N'-[2-benzothiazolyl]thiourea). Yield: 65.5%. As a reaction SMILES: [S:1]1[C:5]2[CH:6]=[CH:7][CH:8]=[CH:9][C:4]=2[N:3]=[C:2]1[NH:10][C:11]([N:13]1[CH:17]=[CH:16]N=C1)=[S:12].[CH3:18][O:19][C:20]1[CH:25]=[CH:24][CH:23]=[CH:22][C:21]=1CCN>CN(C)C=O>[CH3:18][O:19][C:20]1[CH:25]=[CH:24][CH:23]=[CH:22][C:21]=1[CH2:16][CH2:17][NH:13][C:11]([NH:10][C:2]1[S:1][C:5]2[CH:6]=[CH:7][CH:8]=[CH:9][C:4]=2[N:3]=1)=[S:12]. Procedure: A solution of 1-[(2-benzothiazolyl)thiocarbamoyl]imidazole (1.04 g, 4 mmol) and 2- (2-methoxyphenyl)ethylamine (0.62 g, 4 mmol) in N,N-dimethylformamide (15 mL) was stirred at 100° C. for 1 h, the reaction was cooled to room temperature and the solvent removed in vacuo. The residue was crystallized from ethyl acetate to provide 0.9 g (66%) of the title product: